This data is from the Open Reaction Database (ORD), a public repository of structured organic reaction records. The task is: describe an organic reaction: reactants, conditions, products, and yield The reactants are Cc1ccccc1CC(NC(=O)OCC1c2ccccc2-c2ccccc21)C(=O)NC(C(=O)NC(CC(C)C)C(=O)OCc1ccccc1)C(C)(C)C, C1CCNCC1, ClCCl. Product: Cc1ccccc1CC(N)C(=O)NC(C(=O)NC(CC(C)C)C(=O)OCc1ccccc1)C(C)(C)C. As a reaction SMILES: [CH2:1]([c:2]1[cH:3][cH:4][cH:5][cH:6][cH:7]1)[O:8][C:9]([CH:10]([NH:11][C:12]([CH:13]([NH:14][C:15]([CH:16]([NH:17][C:18]([O:19][CH2:20][CH:21]1[c:22]2[cH:23][cH:24][cH:25][cH:26][c:27]2-[c:28]2[c:29]1[cH:30][cH:31][cH:32][cH:33]2)=[O:34])[CH2:35][c:36]1[c:37]([CH3:42])[cH:38][cH:39][cH:40][cH:41]1)=[O:43])[C:44]([CH3:45])([CH3:46])[CH3:47])=[O:48])[CH2:49][CH:50]([CH3:51])[CH3:52])=[O:53].[CH2:54]1[CH2:55][CH2:56][NH:57][CH2:58][CH2:59]1.[Cl:60][CH2:61][Cl:62]>>[CH2:1]([c:2]1[cH:3][cH:4][cH:5][cH:6][cH:7]1)[O:8][C:9]([CH:10]([NH:11][C:12]([CH:13]([NH:14][C:15]([CH:16]([NH2:17])[CH2:35][c:36]1[c:37]([CH3:42])[cH:38][cH:39][cH:40][cH:41]1)=[O:43])[C:44]([CH3:45])([CH3:46])[CH3:47])=[O:48])[CH2:49][CH:50]([CH3:51])[CH3:52])=[O:53]. Starting materials: CCc1nc2c(cnn2CC)c(NC2CCOCC2)c1CNC(=O)c1cccc(C(=O)OC)c1, CO, ClCCl, Cl, [Li+], [OH-], O. Yields the product CCc1nc2c(cnn2CC)c(NC2CCOCC2)c1CNC(=O)c1cccc(C(=O)O)c1. Reaction SMILES: [CH2:1]([CH3:2])[n:3]1[n:4][cH:5][c:6]2[c:7]1[n:8][c:9]([CH2:33][CH3:34])[c:10]([CH2:19][NH:20][C:21](=[O:22])[c:23]1[cH:24][c:25]([C:26](=[O:27])[O:28][CH3:29])[cH:30][cH:31][cH:32]1)[c:11]2[NH:12][CH:13]1[CH2:14][CH2:15][O:16][CH2:17][CH2:18]1.[CH3:42][OH:43].[Cl:39][CH2:40][Cl:41].[ClH:38].[Li+:36].[OH-:35].[OH2:37]>>[CH2:1]([CH3:2])[n:3]1[n:4][cH:5][c:6]2[c:7]1[n:8][c:9]([CH2:33][CH3:34])[c:10]([CH2:19][NH:20][C:21](=[O:22])[c:23]1[cH:24][c:25]([C:26](=[O:27])[OH:28])[cH:30][cH:31][cH:32]1)[c:11]2[NH:12][CH:13]1[CH2:14][CH2:15][O:16][CH2:17][CH2:18]1. Reaction SMILES: [F:1][C:2]1[CH:3]=[C:4]2[C:9](=[CH:10][C:11]=1[F:12])[N:8]1[CH:13]=[CH:14][N:15]=[C:7]1[C:6](=O)[NH:5]2.C[Si](C)(C)N[Si](C)(C)C.S([O-])([O-])(=O)=O.[NH4+].[NH4+].[NH2:33][CH2:34][CH2:35][CH2:36][OH:37]>C(OCC)(=O)C.O>[F:1][C:2]1[CH:3]=[C:4]2[C:9](=[CH:10][C:11]=1[F:12])[N:8]1[CH:13]=[CH:14][N:15]=[C:7]1[C:6]([NH:33][CH2:34][CH2:35][CH2:36][OH:37])=[N:5]2 |f:2.3.4|. The reactants are FC=1C=C2NC(C=3N(C2=CC1F)C=CN3)=O (7,8-difluoroimidazo[1,2-a]quinoxalin-4(5H)-one), C[Si](N[Si](C)(C)C)(C)C (hexamethyldisilazane), S(=O)(=O)([O-])[O-].[NH4+].[NH4+] (ammonium sulphate), NCCCO (3-aminopropan-1-ol). Yield: 18.0%. Procedure details: A mixture of 7,8-difluoroimidazo[1,2-a]quinoxalin-4(5H)-one (Eur. J. Med. Chem. 1998, 33, 943) (20 mg, 0.090 mmol), hexamethyldisilazane (66 μL, 0.31 mmol), ammonium sulphate (2.4 mg, 0.018 mmol) and 3-aminopropan-1-ol (34 μL, 0.45 mmol) was stirred under argon at 120° C. overnight. The reaction mixture was allowed to cool down to room temperature and the white residue was diluted in ethyl acetate and water. A white precipitate was filtered off and the filtrate was washed with brine. The organic... Run in C(C)(=O)OCC (ethyl acetate), O (water). Yields the product FC=1C=C2N=C(C=3N(C2=CC1F)C=CN3)NCCCO (3-[(7,8-difluoroimidazo[1,2-a]quinoxalin-4-yl)amino]propan-1-ol). Conditions: temperature 120 celsius, time 8 hour. Starting materials: CC1=C(C=C)C=CC(=C1)[N+](=O)[O-] (2-methyl-4-nitrostyrene), O=[O+][O-] (ozone). The solvent is C(Cl)Cl (methylene chloride). Run at temperature -78 celsius, time 5 minute. Yields the product CC1=C(C=O)C=CC(=C1)[N+](=O)[O-] (2-methyl-4-nitrobenzaldehyde). Reaction SMILES: [CH3:1][C:2]1[CH:9]=[C:8]([N+:10]([O-:12])=[O:11])[CH:7]=[CH:6][C:3]=1[CH:4]=C.[O:13]=[O+][O-]>C(Cl)Cl>[CH3:1][C:2]1[CH:9]=[C:8]([N+:10]([O-:12])=[O:11])[CH:7]=[CH:6][C:3]=1[CH:4]=[O:13]. Reported procedure: 2Bromo-5-nitrotoluene (1.0 g, 4.54 mmol) and vinyltributyl tin (1.59 g, 4.99 mmol) were dissolved in toluene (25 mL) under argon. Palladium dibenzylidene acetone (4.15 g, 0.455 mmol) and triphenylphosphine (488 mg, 1.86 mmol) was added and the reaction refluxed overnight. The solvent was evaporated and the residue dissolved in 200 mL of methylene chloride and washed with 10% ammonium hydroxide, water, and brine. The organic layer was dried over magnesium sulfate, filtered and concentrated. The c... The reactants are C(C(C)=C)Cl (methallyl chloride), C(C(=C)C)(=O)OC (methyl methacrylate), C(C(C)=C)Cl (methallyl chloride). Conditions: time 1 hour. The product is COC(C(=C)C)=O.C(C(C)=C)Cl (methallyl chloride methyl methacrylate). Reaction SMILES: [CH2:1]([Cl:5])[C:2](=[CH2:4])[CH3:3].[C:6]([O:11][CH3:12])(=[O:10])[C:7]([CH3:9])=[CH2:8]>>[CH3:12][O:11][C:6](=[O:10])[C:7]([CH3:9])=[CH2:8].[CH2:1]([Cl:5])[C:2](=[CH2:3])[CH3:4] |f:2.3|. Procedure details: About 10 parts by weight of fine granular hydrated silica, 30 parts by weight of methallyl chloride and 10 parts by weight of methyl methacrylate are mixed then agitated at a temperature between ambient and the boiling temperature of methallyl chloride and at ambient pressure for about 1 hour; the chemical reaction is complete in 1 to 12 hours, thereby producing a soft, poly (methallyl chloride methyl methacrylate) copolymer.